From a dataset of the Open Reaction Database (ORD), a public repository of structured organic reaction records. describe an organic reaction: reactants, conditions, products, and yield Starting materials: COC(=O)COc1nc(N)c2nc(Br)n(Cc3ccccc3)c2n1, CO, Cl, [Na]. Product: COC(=O)COc1nc(N)c2nc(O)n(Cc3ccccc3)c2n1. As a reaction SMILES: [CH2:2]([c:3]1[cH:4][cH:5][cH:6][cH:7][cH:8]1)[n:9]1[c:10]2[n:11][c:12]([O:20][CH2:21][C:22](=[O:23])[O:24][CH3:25])[n:13][c:14]([NH2:19])[c:15]2[n:16][c:17]1[Br:18].[CH3:27][OH:28].[ClH:26].[Na:1]>>[CH2:2]([c:3]1[cH:4][cH:5][cH:6][cH:7][cH:8]1)[n:9]1[c:10]2[n:11][c:12]([O:20][CH2:21][C:22](=[O:23])[O:24][CH3:25])[n:13][c:14]([NH2:19])[c:15]2[n:16][c:17]1[OH:28]. Starting materials: ClC=1C=CC(=C(C1)C1=CC(N(C=C1OC)C(C(=O)O)CC(C)C)=O)OC(F)F (2-{4-[5-chloro-2-(difluoromethoxy)phenyl]-5-methoxy-2-oxopyridin-1(2H)-yl}-4-methylpentanoic acid), NC1=CC=C(C(=O)OC(C)(C)C)C=C1 (tert-butyl 4-aminobenzoate). Yields the product ClC=1C=CC(=C(C1)C1=CC(N(C=C1OC)C(C(=O)NC1=CC=C(C(=O)OC(C)(C)C)C=C1)CC(C)C)=O)OC(F)F (tert-Butyl 4-[(2-{4-[5-chloro-2-(difluoromethoxy)phenyl]-5-methoxy-2-oxopyridin-1(2H)-yl}-4-methylpentanoyl)amino]benzoate). RXN SMILES: [Cl:1][C:2]1[CH:3]=[CH:4][C:5]([O:25][CH:26]([F:28])[F:27])=[C:6]([C:8]2[C:13]([O:14][CH3:15])=[CH:12][N:11]([CH:16]([CH2:20][CH:21]([CH3:23])[CH3:22])[C:17]([OH:19])=O)[C:10](=[O:24])[CH:9]=2)[CH:7]=1.[NH2:29][C:30]1[CH:42]=[CH:41][C:33]([C:34]([O:36][C:37]([CH3:40])([CH3:39])[CH3:38])=[O:35])=[CH:32][CH:31]=1>>[Cl:1][C:2]1[CH:3]=[CH:4][C:5]([O:25][CH:26]([F:28])[F:27])=[C:6]([C:8]2[C:13]([O:14][CH3:15])=[CH:12][N:11]([CH:16]([CH2:20][CH:21]([CH3:23])[CH3:22])[C:17]([NH:29][C:30]3[CH:42]=[CH:41][C:33]([C:34]([O:36][C:37]([CH3:38])([CH3:39])[CH3:40])=[O:35])=[CH:32][CH:31]=3)=[O:19])[C:10](=[O:24])[CH:9]=2)[CH:7]=1. Procedure: 319 mg (purity 91%, 0.70 mmol) of 2-{4-[5-chloro-2-(difluoromethoxy)phenyl]-5-methoxy-2-oxopyridin-1(2H)-yl}-4-methylpentanoic acid (racemate) and 148 mg (0.77 mmol, 1.1 eq.) of tert-butyl 4-aminobenzoate were reacted according to General Method 5A. Yield: 263 mg (purity 88%, 56% of theory) Reactants: COC(C1=CN=C(C=C1)C(NCCN(C(C)C)C(C)C)=O)=O (6-(2-diisopropylamino-ethylcarbamoyl)-nicotinic acid methyl ester), [OH-].[Na+] (NaOH). Run in C1CCOC1 (THF), CO (MeOH). Product: C(C)(C)N(CCNC(=O)C1=NC=C(C(=O)O)C=C1)C(C)C (6-(2-diisopropylamino-ethylcarbamoyl)-nicotinic acid). Yield: 88.9%. As a reaction SMILES: C[O:2][C:3](=[O:22])[C:4]1[CH:9]=[CH:8][C:7]([C:10](=[O:21])[NH:11][CH2:12][CH2:13][N:14]([CH:18]([CH3:20])[CH3:19])[CH:15]([CH3:17])[CH3:16])=[N:6][CH:5]=1.[OH-].[Na+]>C1COCC1.CO>[CH:18]([N:14]([CH:15]([CH3:17])[CH3:16])[CH2:13][CH2:12][NH:11][C:10]([C:7]1[CH:8]=[CH:9][C:4]([C:3]([OH:22])=[O:2])=[CH:5][N:6]=1)=[O:21])([CH3:19])[CH3:20] |f:1.2|. Procedure details: To a solution of 1100 mg (3.6 mmol) 6-(2-diisopropylamino-ethylcarbamoyl)-nicotinic acid methyl ester in 10 ml THF and 3.0 ml MeOH was added 3.6 ml of an 2N aqueous NaOH solution. After 4 h at rt the solvent was evaporated. The residue was acidified with 1N HCl, filtered off and washed with water to give 936 mg (3.2 mmol) 6-(2-diisopropylamino-ethylcarbamoyl)-nicotinic acid; exact MW [M+H] calc'd: 294.18; MW .found [M+H]: 209.15. Starting materials: CN(C)C=O (DMF), C(C)(C)(C)C1=CC=C(C=C1)[C@H]1[C@@H](C1)C(=O)O (trans-2-(4-tert-butylphenyl)cyclopropanecarboxylic acid), C(CCl)Cl (EDC), Cl.NCC1=CC(=C(C=C1)NS(=O)(=O)C)F (N-[4-(aminomethyl)-2-fluorophenyl]methanesulfonamide hydrochloride). Reagents/catalysts: CN(C)C=1C=CN=CC1 (DMAP). The solvent is C(C)N(CC)CC (triethylamine). Conditions: time 5 hour. The product is C(C)(C)(C)C1=CC=C(C=C1)C1C(C1)C(=O)NCC1=CC(=C(C=C1)NS(=O)(=O)C)F (2-(4-tert-Butylphenyl)-N-{3-fluoro-4-[(methylsulfonyl)amino]benzyl}cyclopropanecarboxamide). The yield is 9.5%. Reaction SMILES: CN(C=O)C.[C:6]([C:10]1[CH:15]=[CH:14][C:13]([C@@H:16]2[CH2:18][C@H:17]2[C:19]([OH:21])=O)=[CH:12][CH:11]=1)([CH3:9])([CH3:8])[CH3:7].C(Cl)CCl.Cl.[NH2:27][CH2:28][C:29]1[CH:34]=[CH:33][C:32]([NH:35][S:36]([CH3:39])(=[O:38])=[O:37])=[C:31]([F:40])[CH:30]=1>CN(C1C=CN=CC=1)C.C(N(CC)CC)C>[C:6]([C:10]1[CH:11]=[CH:12][C:13]([CH:16]2[CH2:18][CH:17]2[C:19]([NH:27][CH2:28][C:29]2[CH:34]=[CH:33][C:32]([NH:35][S:36]([CH3:39])(=[O:38])=[O:37])=[C:31]([F:40])[CH:30]=2)=[O:21])=[CH:14][CH:15]=1)([CH3:7])([CH3:8])[CH3:9] |f:3.4|. Reported procedure: To a DMF (10 ml) solution of trans-2-(4-tert-butylphenyl)cyclopropanecarboxylic acid (435 mg, 1.89 mmol)) [Journal of medicinal chemistry, 2005, vol. 48, 71-90], EDC (572 mg, 3.0 mmol), DMAP (73 mg, 0.6 mmol), triethylamine (0.836 ml) and N-[4-(aminomethyl)-2-fluorophenyl]methanesulfonamide hydrochloride (507 mg, 1.89 mmol) were added and the mixture was stirred for 5 hours at room temperature. Then, the reaction was quenched with saturated sodium bicarbonate aqueous solution and the whole was e... The reactants are [BH4-], CO, Cl, NC1CCCCC1, [Na+], O=Cc1ncc[nH]1. Product: c1c[nH]c(CNC2CCCCC2)n1. Reaction SMILES: [BH4-:15].[CH3:18][OH:19].[ClH:17].[NH2:1][CH:2]1[CH2:3][CH2:4][CH2:5][CH2:6][CH2:7]1.[Na+:16].[nH:8]1[c:9]([CH:13]=[O:14])[n:10][cH:11][cH:12]1>>[NH:1]([CH:2]1[CH2:3][CH2:4][CH2:5][CH2:6][CH2:7]1)[CH2:13][c:9]1[nH:8][cH:12][cH:11][n:10]1. Reactants: C(C)(C)(C)OC(NC1=C(C=C(C=C1)F)N)=O ((2-amino-4-fluoro-phenyl)-carbamic acid tert-butyl ester), C(C)(C)(C)OC(CC(C1=CC(=CC=C1)C=1C=NC=CC1)=O)=O (3-oxo-3-(3-pyridin-3-yl-phenyl)-propionic acid tert-butyl ester). Yields the product C(C)(C)(C)OC(NC1=C(C=C(C=C1)F)NC(CC(C1=CC(=CC=C1)C=1C=NC=CC1)=O)=O)=O ({4-Fluoro-2-[3-oxo-3-(3-pyridin-3-yl-phenyl)-propionylamino]-phenyl}-carbamic acid tert-butyl ester). RXN SMILES: [C:1]([O:5][C:6](=[O:16])[NH:7][C:8]1[CH:13]=[CH:12][C:11]([F:14])=[CH:10][C:9]=1[NH2:15])([CH3:4])([CH3:3])[CH3:2].C([O:21][C:22](=O)[CH2:23][C:24](=[O:37])[C:25]1[CH:30]=[CH:29][CH:28]=[C:27]([C:31]2[CH:32]=[N:33][CH:34]=[CH:35][CH:36]=2)[CH:26]=1)(C)(C)C>>[C:1]([O:5][C:6](=[O:16])[NH:7][C:8]1[CH:13]=[CH:12][C:11]([F:14])=[CH:10][C:9]=1[NH:15][C:22](=[O:21])[CH2:23][C:24](=[O:37])[C:25]1[CH:30]=[CH:29][CH:28]=[C:27]([C:31]2[CH:32]=[N:33][CH:34]=[CH:35][CH:36]=2)[CH:26]=1)([CH3:4])([CH3:2])[CH3:3]. Reported procedure: The title compound was prepared from (2-amino-4-fluoro-phenyl)-carbamic acid tert-butyl ester (Example J2) (83 mg, 0.37 mmol) and 3-oxo-3-(3-pyridin-3-yl-phenyl)-propionic acid tert-butyl ester (Example K1) (109 mg, 0.37 mmol) according to the general procedure M. Obtained as a light yellow amorphous substance (127 mg). Reactants: COC(=O)C=1NN=C(C1)OCC=1C(=NOC1C)C1=CC=CC=C1 (5-(5-methyl-3-phenyl-isoxazol-4-ylmethoxy)-2H-pyrazole-3-carboxylic acid methyl ester), NC1COCC1 (rac-3-aminotetrahydrofuran). The product is O1CC(CC1)NC(=O)C=1NN=C(C1)OCC=1C(=NOC1C)C1=CC=CC=C1 (Rac-5-(5-Methyl-3-phenyl-isoxazol-4-ylmethoxy)-2H-pyrazole-3-carboxylic acid (tetra-hydro-furan-3-yl)-amide). Isolated yield 33.0%. As a reaction SMILES: CO[C:3]([C:5]1[NH:6][N:7]=[C:8]([O:10][CH2:11][C:12]2[C:13]([C:18]3[CH:23]=[CH:22][CH:21]=[CH:20][CH:19]=3)=[N:14][O:15][C:16]=2[CH3:17])[CH:9]=1)=[O:4].[NH2:24][CH:25]1[CH2:29][CH2:28][O:27][CH2:26]1>>[O:27]1[CH2:28][CH2:29][CH:25]([NH:24][C:3]([C:5]2[NH:6][N:7]=[C:8]([O:10][CH2:11][C:12]3[C:13]([C:18]4[CH:19]=[CH:20][CH:21]=[CH:22][CH:23]=4)=[N:14][O:15][C:16]=3[CH3:17])[CH:9]=2)=[O:4])[CH2:26]1. Procedure details: As described for example 1b, 5-(5-methyl-3-phenyl-isoxazol-4-ylmethoxy)-2H-pyrazole-3-carboxylic acid methyl ester (100 mg, 0.32 mmol) was converted, using rac-3-aminotetrahydrofuran instead of morpholine, to the title compound (39 mg, 33%), which was obtained as a white solid. MS: m/e=369.2 [M+H]+. Reactants: aqueous solution, [OH-].[K+] (potassium hydroxide), BrC1=CN2C(S1)=C(N=C2)C(=O)OCC (ethyl 2-bromoimidazo[5,1-b]thiazole-7-carboxylate). Solvent: CO (methanol). Reaction conditions: time 18 hour. Yields the product BrC1=CN2C(S1)=C(N=C2)C(=O)O (2-bromoimidazo[5,1-b]thiazole-7-carboxylic acid). Yield: 99.5%. Reaction SMILES: [OH-].[K+].[Br:3][C:4]1[S:8][C:7]2=[C:9]([C:12]([O:14]CC)=[O:13])[N:10]=[CH:11][N:6]2[CH:5]=1>CO>[Br:3][C:4]1[S:8][C:7]2=[C:9]([C:12]([OH:14])=[O:13])[N:10]=[CH:11][N:6]2[CH:5]=1 |f:0.1|. Procedure: A 2 M aqueous solution (10 ml) of potassium hydroxide was added to a solution of ethyl 2-bromoimidazo[5,1-b]thiazole-7-carboxylate (265 mg, 0.96 mmol) in methanol (20 ml), and the mixture was stirred at room temperature for 18 hr. Methanol was removed by distillation under the reduced pressure, and the reaction solution was poured into 2 M hydrochloric acid (30 ml) under ice cooling to precipitate a solid. The resultant solid was washed with water, and a mixed solvent composed mainly of ethanol ...